Dataset: the Open Reaction Database (ORD), a public repository of structured organic reaction records. Task: describe an organic reaction: reactants, conditions, products, and yield Starting materials: ClC1=C(C(=CC(=C1)C(F)(F)F)Cl)N1N=C(C=C1NCC1=NC=CN=C1)C#N (1-(2,6-dichloro-4-trifluoromethylphenyl)-5-(pyrazin-2-ylmethylamino)pyrazole-3-carbonitrile), FC(S(=O)[O-])(F)F.[K+] (potassium trifluoromethanesulfinate), S(=O)(Cl)Cl (thionyl chloride), C1(=CC=C(C=C1)S(=O)(=O)O)C.CNC (dimethylamine p-toluenesulfonate), O.C1(=CC=C(C=C1)S(=O)(=O)O)C (p-toluenesulfonic acid monohydrate), C(O)([O-])=O.[Na+] (sodium hydrogen carbonate). Run in ClCCCl (1,2-dichloroethane). Run at time 3 hour. Product: ClC1=C(C(=CC(=C1)C(F)(F)F)Cl)N1N=C(C(=C1NCC1=NC=CN=C1)SC(F)(F)F)C#N (1-(2,6-dichloro-4-trifluoromethylphenyl)-4-trifluoromethylsulfenyl-5-(pyrazin-2-ylmethylamino)pyrazole-3-carbonitrile). The yield is 38.0%. As a reaction SMILES: [F:1][C:2]([F:7])([F:6])[S:3]([O-])=O.[K+].C1(C)C=CC(S(O)(=O)=O)=CC=1.CNC.O.C1(C)C=CC(S(O)(=O)=O)=CC=1.S(Cl)(Cl)=O.[Cl:39][C:40]1[CH:45]=[C:44]([C:46]([F:49])([F:48])[F:47])[CH:43]=[C:42]([Cl:50])[C:41]=1[N:51]1[C:55]([NH:56][CH2:57][C:58]2[CH:63]=[N:62][CH:61]=[CH:60][N:59]=2)=[CH:54][C:53]([C:64]#[N:65])=[N:52]1.C(=O)([O-])O.[Na+]>ClCCCl>[Cl:50][C:42]1[CH:43]=[C:44]([C:46]([F:47])([F:48])[F:49])[CH:45]=[C:40]([Cl:39])[C:41]=1[N:51]1[C:55]([NH:56][CH2:57][C:58]2[CH:63]=[N:62][CH:61]=[CH:60][N:59]=2)=[C:54]([S:3][C:2]([F:7])([F:6])[F:1])[C:53]([C:64]#[N:65])=[N:52]1 |f:0.1,2.3,4.5,8.9|. Reported procedure: Into 5.0 ml of 1,2-dichloroethane were suspended 1.725 g (10.0 mmol) of potassium trifluoromethanesulfinate, 895 mg (4.1 mmol) of dimethylamine p-toluenesulfonate, 951 mg (5.0 mmol) of p-toluenesulfonic acid monohydrate, and then 1.506 g (12.6 mmol) of thionyl chloride was added under ice-cooling. After 3 hours of stirring at room temperature, 1.03 g (2.5 mmol) of 1-(2,6-dichloro-4-trifluoromethylphenyl)-5-(pyrazin-2-ylmethylamino)pyrazole-3-carbonitrile was added thereto, and the mixture was wa... Yields the product C[C@@]12CC[C@@H](C=3C=C(N=NC13)CC1(CC1)C)C2(C)C ((5R,8S)-8,9,9-trimethyl-3-[(1-methylcyclopropyl)methyl]-5,6,7,8-tetrahydro-5,8-methanocinnoline). Procedure details: Light-yellow solid MS (ESI): 257.1 (MH+). Prepared from (1S,4R)-1,7,7-trimethyl-bicyclo[2.2.1]heptane-2,3-dione (commercially available), [3-(1-methyl-cyclopropyl)-2-oxo-propyl]-phosphonic acid dimethyl ester, hydrazine monohydrate. As a reaction SMILES: [CH3:1][C@@:2]12[C:8]([CH3:10])([CH3:9])[C@@H:5]([CH2:6][CH2:7]1)[C:4](=O)[C:3]2=O.COP([CH2:19][C:20](=O)[CH2:21][C:22]1([CH3:25])[CH2:24][CH2:23]1)(=O)OC.O.[NH2:28][NH2:29]>>[CH3:1][C@:2]12[C:8]([CH3:10])([CH3:9])[C@H:5]([C:4]3[CH:19]=[C:20]([CH2:21][C:22]4([CH3:25])[CH2:24][CH2:23]4)[N:28]=[N:29][C:3]=31)[CH2:6][CH2:7]2 |f:2.3|. Starting materials: C[C@]12C(C([C@H](CC1)C2(C)C)=O)=O ((1S,4R)-1,7,7-trimethyl-bicyclo[2.2.1]heptane-2,3-dione), COP(OC)(=O)CC(CC1(CC1)C)=O ([3-(1-methyl-cyclopropyl)-2-oxo-propyl]-phosphonic acid dimethyl ester), O.NN (hydrazine monohydrate).